This data is from the Open Reaction Database (ORD), a public repository of structured organic reaction records. The task is: describe an organic reaction: reactants, conditions, products, and yield Yield: 72.0%. As a reaction SMILES: [C:1]([C@@H:4]1[CH2:8][S:7][C@@H:6]([C:9]([SH:12])([CH3:11])[CH3:10])[CH2:5]1)([OH:3])=[O:2].[C:13](OC(=O)C)(=[O:15])[CH3:14]>N1C=CC=CC=1>[C:13]([S:12][C:9]([C@H:6]1[CH2:5][C@H:4]([C:1]([OH:3])=[O:2])[CH2:8][S:7]1)([CH3:10])[CH3:11])(=[O:15])[CH3:14]. The reactants are C(=O)(O)[C@H]1C[C@@H](SC1)C(C)(C)S (trans-4-carboxy-2-(1-mercapto-1-methylethyl)tetrahydrothiophene), C(C)(=O)OC(C)=O (acetic anhydride). Product: C(C)(=O)SC(C)(C)[C@@H]1SC[C@H](C1)C(=O)O (trans-2-(1-acetylthio-1-methylethyl)-4-carboxytetrahydrothiophene). Reported procedure: trans-4-carboxy-2-(1-mercapto-1-methylethyl)tetrahydrothiophene (compound No. 8-1, 50 mg) was dissolved in a mixture of acetic anhydride (1 ml) and pyridine (1 ml) and the mixture was stirred over night at room temperature. The reaction mixture was concentrated in vacuo and the oily residue was purified by a silica gel column chromatography to give 43 mg (72%) of the titled compound (compound No. 13-1). Run in N1=CC=CC=C1 (pyridine). The reactants are NC1C(N(N=CC1=NC1=CC=NC=C1)C(C)(C)C)=O (4-amino-2-tert-butyl-5-(4-pyridylimino)pyridazin-3-(2H)-one), [BH4-].[Na+] (sodium borohydride), [BH4-].[Na+] (sodium borohydride). The solvent is CO (methanol). Reaction conditions: time 40 minute. Product: NC=1C(N(N=CC1NCC1=CC=NC=C1)C(C)(C)C)=O (4-amino-2-tert-butyl-5-(4-pyridylmethylamino)pyridazin-3-(2H)-one). Yield: 82.6%. RXN SMILES: [NH2:1][CH:2]1[C:7](=[N:8][C:9]2[CH:14]=[CH:13]N=CC=2)[CH:6]=[N:5][N:4]([C:15]([CH3:18])([CH3:17])[CH3:16])[C:3]1=[O:19].[BH4-].[Na+]>CO>[NH2:1][C:2]1[C:3](=[O:19])[N:4]([C:15]([CH3:16])([CH3:17])[CH3:18])[N:5]=[CH:6][C:7]=1[NH:8][CH2:9][C:14]1[CH:13]=[CH:15][N:4]=[CH:3][CH:2]=1 |f:1.2|. Procedure details: Into 150 ml of an absolute methanol solution of 10.8 g of 4-amino-2-tert-butyl-5-(4-pyridylimino)pyridazin-3-(2H)-one, 0.76 g of sodium borohydride was added in a few times under cooling with ice. Then, the mixture was stirred at room temperature for 40 minutes, and the 0.76 g of sodium borohydride was further added thereto. The mixture was stirred for 0.5 hour. Methanol was distilled off under reduced pressure, and 200 ml of water and 400 ml of ethyl acetate were added to the residue, followed ... Starting materials: FC=1C=C(CO)C(=CC1)SC1=CC=CC=C1 (3-fluoro-6-(phenylthio)-benzyl alcohol), S(=O)(Cl)Cl (thionyl chloride). Solvent: C1=CC=CC=C1 (benzene). Run at time 30 minute. Yields the product FC=1C=C(CCl)C(=CC1)SC1=CC=CC=C1 (3-fluoro-6-(phenylthio)-benzyl chloride). As a reaction SMILES: [F:1][C:2]1[CH:3]=[C:4]([C:7]([S:10][C:11]2[CH:16]=[CH:15][CH:14]=[CH:13][CH:12]=2)=[CH:8][CH:9]=1)[CH2:5]O.S(Cl)([Cl:19])=O>C1C=CC=CC=1>[F:1][C:2]1[CH:3]=[C:4]([C:7]([S:10][C:11]2[CH:16]=[CH:15][CH:14]=[CH:13][CH:12]=2)=[CH:8][CH:9]=1)[CH2:5][Cl:19]. Procedure: 129 g of 3-fluoro-6-(phenylthio)-benzyl alcohol are dissolved in 385 ml of benzene and heated under reflux. 73 ml of thionyl chloride are added thereto and the resulting mixture is boiled for a further 30 minutes. The mixture is evaporated under reduced pressure. There is obtained 3-fluoro-6-(phenylthio)-benzyl chloride as a red-brown oil. The reactants are BrN1C(CCC1=O)=O (N-bromosuccinimide), 100, FC1=C(N)C=CC=C1 (2-fluoroaniline). Solvent: C(Cl)Cl (methylene chloride). Reaction conditions: time 20 minute. Product: 164, BrC1=CC(=C(N)C=C1)F (4-bromo-2-fluoroaniline). Reaction SMILES: [Br:1]N1C(=O)CCC1=O.[F:9][C:10]1[CH:16]=[CH:15][CH:14]=[CH:13][C:11]=1[NH2:12]>C(Cl)Cl>[Br:1][C:15]1[CH:14]=[CH:13][C:11]([NH2:12])=[C:10]([F:9])[CH:16]=1. Reported procedure: 160 Parts of solid N-bromosuccinimide were added in portions over a 2 hour period to a solution of 100 parts of 2-fluoroaniline in 400 parts of methylene chloride cooled to 0°. After stirring for 20 minutes, the dark red mixture was washed four times; 200 parts of cold water were used for each washing. The red organic phase was dried with anhydrous sodium sulfate and evaporated at 300 mm.Hg to yield 164 parts of brown, oily 4-bromo-2-fluoroaniline, nD25 : 1.5885. Starting materials: C(#N)C1=CC(=C(C=O)C=C1)C (4-Cyano-2-methylbenzaldehyde), FC(C=1C=C(C=CC1)NC(=S)N)(F)F (3-trifluoromethylphenyl thiourea), O=C(CC(=O)OCC)C (ethyl 3-oxobutanoate), C[Si](C)(C)OP(=O)=O (trimethylsilyl polyphosphate), Cl (hydrochloric acid). Solvent: C1CCOC1 (THF). Yields the product C(#N)C1=CC(=C(C=C1)C1NC(N(C(=C1C(=O)OCC)C)C1=CC(=CC=C1)C(F)(F)F)=S)C (Ethyl 4-(4-cyano-2-methylphenyl)-6-methyl-2-thioxo-1-[3-(trifluoromethyl)phenyl]-1,2,3,4-tetrahydro-5-pyrimidinecarboxylate). As a reaction SMILES: [C:1]([C:3]1[CH:10]=[CH:9][C:6]([CH:7]=O)=[C:5]([CH3:11])[CH:4]=1)#[N:2].[F:12][C:13]([F:25])([F:24])[C:14]1[CH:15]=[C:16]([NH:20][C:21]([NH2:23])=[S:22])[CH:17]=[CH:18][CH:19]=1.O=[C:27]([CH3:34])[CH2:28][C:29]([O:31][CH2:32][CH3:33])=[O:30].C[Si](OP(=O)=O)(C)C.Cl>C1COCC1>[C:1]([C:3]1[CH:10]=[CH:9][C:6]([CH:7]2[C:28]([C:29]([O:31][CH2:32][CH3:33])=[O:30])=[C:27]([CH3:34])[N:20]([C:16]3[CH:17]=[CH:18][CH:19]=[C:14]([C:13]([F:12])([F:24])[F:25])[CH:15]=3)[C:21](=[S:22])[NH:23]2)=[C:5]([CH3:11])[CH:4]=1)#[N:2]. Reported procedure: 4-Cyano-2-methylbenzaldehyde (200 mg, 1.38 mmol), 3-trifluoromethylphenyl thiourea (276 mg, 1.25 mmol), ethyl 3-oxobutanoate (179 mg, 1.38 mmol) and trimethylsilyl polyphosphate (225 mg) in 5 ml THF are stirred overnight at reflux temperature. The reaction mixture is cooled to room temperature, and after addition of 20 ml 0.5 M hydrochloric acid the aqueous phase is extracted with ethyl acetate (2×20 ml). The combined organic layers are washed with saturated aqueous sodium carbonate solution and... The reactants are FC1=CC2=C(C(OC(N2)=O)=O)C=C1 (7-Fluoro-1H-3,1-benzoxazine-2,4-dione), [OH-].[Na+] (sodium hydroxide), C[Si](CCO)(C)C (2-(trimethylsilyl)ethanol). Solvent: C(C)(C)OC(C)C (diisopropyl ether). Yields the product FC=1C=C(C(C(=O)OCC[Si](C)(C)C)=CC1)N (2-(trimethylsilyl)ethyl 4-fluoroanthranilate). Reaction SMILES: [F:1][C:2]1[CH:13]=[CH:12][C:5]2[C:6](=[O:11])[O:7][C:8](=O)[NH:9][C:4]=2[CH:3]=1.[OH-].[Na+].[CH3:16][Si:17]([CH3:22])([CH3:21])[CH2:18]CO>C(OC(C)C)(C)C>[F:1][C:2]1[CH:3]=[C:4]([NH2:9])[C:5](=[CH:12][CH:13]=1)[C:6]([O:7][CH2:8][CH2:16][Si:17]([CH3:22])([CH3:21])[CH3:18])=[O:11] |f:1.2|. Procedure: 7-Fluoro-1H-3,1-benzoxazine-2,4-dione (2.0 g), sodium hydroxide (0.05 g) and 2-(trimethylsilyl)ethanol (1.31 g) were heated together at 100° for 30 minutes until effervescence ceased. After cooling, the residue was suspended in diisopropyl ether, then filtered and evaporated. The residue was recrystallised from petroleum ether to give 2-(trimethylsilyl)ethyl 4-fluoroanthranilate, mp 43°-44°. (Compound 20). Starting materials: C(C)C1=C(C=C(C=C1)O)C1=C(C=C(C=C1)C(CC)=O)CCC (1-(2′-ethyl-5′-hydroxy-2-propylbiphenyl-4-yl)-1-propanone), C(C1=CC=CC=C1)(=O)OCC=1C=C(CBr)C=CC1COC(C1=CC=CC=C1)=O (3,4-bis(benzoyloxymethyl)benzyl bromide). The product is C(C1=CC=CC=C1)(=O)OCC=1C=C(COC=2C=CC(=C(C2)C2=C(C=C(C=C2)C(CC)=O)CCC)CC)C=CC1COC(C1=CC=CC=C1)=O (1-{5′-[3,4-Bis(benzoyloxymethyl)benzyloxy]-2′-ethyl-2-propylbiphenyl-4-yl}-1-propan-one). Reaction SMILES: [CH2:1]([C:3]1[CH:8]=[CH:7][C:6]([OH:9])=[CH:5][C:4]=1[C:10]1[CH:15]=[CH:14][C:13]([C:16](=[O:19])[CH2:17][CH3:18])=[CH:12][C:11]=1[CH2:20][CH2:21][CH3:22])[CH3:2].[C:23]([O:31][CH2:32][C:33]1[CH:34]=[C:35]([CH:38]=[CH:39][C:40]=1[CH2:41][O:42][C:43](=[O:50])[C:44]1[CH:49]=[CH:48][CH:47]=[CH:46][CH:45]=1)[CH2:36]Br)(=[O:30])[C:24]1[CH:29]=[CH:28][CH:27]=[CH:26][CH:25]=1>>[C:23]([O:31][CH2:32][C:33]1[CH:34]=[C:35]([CH:38]=[CH:39][C:40]=1[CH2:41][O:42][C:43](=[O:50])[C:44]1[CH:45]=[CH:46][CH:47]=[CH:48][CH:49]=1)[CH2:36][O:9][C:6]1[CH:7]=[CH:8][C:3]([CH2:1][CH3:2])=[C:4]([C:10]2[CH:15]=[CH:14][C:13]([C:16](=[O:19])[CH2:17][CH3:18])=[CH:12][C:11]=2[CH2:20][CH2:21][CH3:22])[CH:5]=1)(=[O:30])[C:24]1[CH:25]=[CH:26][CH:27]=[CH:28][CH:29]=1. Procedure details: In a manner similar to that of Example 1(o), by reacting 1.28 g (4.3 mmol) of 1-(2′-ethyl-5′-hydroxy-2-propylbiphenyl-4-yl)-1-propanone with 1.98 g (4.5 mmol) of 3,4-bis(benzoyloxymethyl)benzyl bromide, an oil is obtained, which is used without purification.